From a dataset of the Open Reaction Database (ORD), a public repository of structured organic reaction records. describe an organic reaction: reactants, conditions, products, and yield Reactants: C1(=CC=CC=C1)N=C=O (Phenyl isocyanate), C(C1=CC=CC=C1)ONCC(C)C (N-benyloxy-N-(2-methylpropyl)amine). Run in C(Cl)Cl (methylene chloride). Run at time 3 day. The product is C(C1=CC=CC=C1)ON(C(=O)NC1=CC=CC=C1)CC(C)C (1-benzyloxy-1-(2-methylpropyl)-3-phenylurea). Yield: 77.0%. As a reaction SMILES: [C:1]1([N:7]=[C:8]=[O:9])[CH:6]=[CH:5][CH:4]=[CH:3][CH:2]=1.[CH2:10]([O:17][NH:18][CH2:19][CH:20]([CH3:22])[CH3:21])[C:11]1[CH:16]=[CH:15][CH:14]=[CH:13][CH:12]=1>C(Cl)Cl>[CH2:10]([O:17][N:18]([CH2:19][CH:20]([CH3:22])[CH3:21])[C:8]([NH:7][C:1]1[CH:6]=[CH:5][CH:4]=[CH:3][CH:2]=1)=[O:9])[C:11]1[CH:16]=[CH:15][CH:14]=[CH:13][CH:12]=1. Reported procedure: Phenyl isocyanate (3.2 g, 27 mmol) was added via pipette to a solution of N-benyloxy-N-(2-methylpropyl)amine (4.8 g, 27 mmol) in methylene chloride (30 mL). The reaction mixture was allowed to stir at ambient temperature for 3 days. The solvent was removed under vacuum. The residue was purified by column chromatography (silica gel; 1:9 ethyl acetate:hexanes) to provide 6.2 g of 1-benzyloxy-1-(2-methylpropyl)-3-phenylurea as a white crystalline solid, m.p. 85°-87° C. Analysis: Calculated for C18H...